From a dataset of the Open Reaction Database (ORD), a public repository of structured organic reaction records. describe an organic reaction: reactants, conditions, products, and yield The solvent is C(C)(C)O (isopropyl alcohol). The yield is 36.7%. Yields the product BrC=1C=C(C=NC1)N1CCN(CC1)C(=O)OC(C)(C)C (tert-Butyl 4-(5-Bromopyridin-3-yl)piperazine-1-carboxylate). Reagents/catalysts: [Cu]I (copper(I) iodide). Reaction SMILES: [Br:1][C:2]1[CH:3]=[N:4][CH:5]=[C:6](I)[CH:7]=1.[N:9]1([C:15]([O:17][C:18]([CH3:21])([CH3:20])[CH3:19])=[O:16])[CH2:14][CH2:13][NH:12][CH2:11][CH2:10]1.[O-]P([O-])([O-])=O.[K+].[K+].[K+].C(O)CO>C(O)(C)C.[Cu]I>[Br:1][C:2]1[CH:7]=[C:6]([N:12]2[CH2:11][CH2:10][N:9]([C:15]([O:17][C:18]([CH3:21])([CH3:20])[CH3:19])=[O:16])[CH2:14][CH2:13]2)[CH:5]=[N:4][CH:3]=1 |f:2.3.4.5|. Procedure: A solution of 3-bromo-5-iodopyridine (13.0 g, 45.8 mmol), tert-butyl piperazine-1-carboxylate (8.53 g, 45.8 mmol), copper(I) iodide (0.871 g, 4.57 mmol), K3PO4 (19.46 g, 91.68 mmol), 1,2-ethanediol (5.1 mL, 91 mmol) in isopropyl alcohol (80 mL) in a sealed tube was heated at 80° C. in an oil bath for 2 days. After cooling to room temperature, the reaction mixture was filtered through celite. The filtrate was concentrated in vacuo. The residue was taken up in EtOAc and the solution was washed wit... Reactants: BrC=1C=NC=C(C1)I (3-bromo-5-iodopyridine), N1(CCNCC1)C(=O)OC(C)(C)C (tert-butyl piperazine-1-carboxylate), [O-]P(=O)([O-])[O-].[K+].[K+].[K+] (K3PO4), C(CO)O (1,2-ethanediol). Starting materials: O=c1[nH]c2cc(Cl)cc(Cl)c2[nH]c1=O, [K+], O=[N+]([O-])[O-], O, O=S(=O)(O)O. The product is O=c1[nH]c2cc(Cl)c([N+](=O)[O-])c(Cl)c2[nH]c1=O. RXN SMILES: [Cl:1][c:2]1[c:3]2[nH:4][c:5](=[O:14])[c:6](=[O:13])[nH:7][c:8]2[cH:9][c:10]([Cl:12])[cH:11]1.[K+:19].[N+:15](=[O:16])([O-:17])[O-:18].[OH2:20].[S:21](=[O:22])(=[O:23])([OH:24])[OH:25]>>[Cl:1][c:2]1[c:3]2[nH:4][c:5](=[O:14])[c:6](=[O:13])[nH:7][c:8]2[cH:9][c:10]([Cl:12])[c:11]1[N+:15](=[O:16])[O-:17].